Dataset: the Open Reaction Database (ORD), a public repository of structured organic reaction records. Task: describe an organic reaction: reactants, conditions, products, and yield Starting materials: CO (methanol), [OH-].[K+] (potassium hydroxide), COC(C(C)(C1CC1)C1=CC=C(C=C1)Br)=O (2-(4-Bromo-phenyl)-2-cyclopropyl-propionic acid methyl ester), C(C1=CC=CC=C1)(=O)OC (methyl benzoate). Solvent: O (water). Conditions: temperature 60 celsius, time 2 hour. Yields the product BrC1=CC=C(C=C1)C(C(=O)O)(C)C1CC1 (2-(4-Bromo-phenyl)-2-cyclopropyl-propionic acid). Isolated yield 115.6%. As a reaction SMILES: C[O:2][C:3](=[O:16])[C:4]([C:9]1[CH:14]=[CH:13][C:12]([Br:15])=[CH:11][CH:10]=1)([CH:6]1[CH2:8][CH2:7]1)[CH3:5].C(OC)(=O)C1C=CC=CC=1.CO.[OH-].[K+]>O>[Br:15][C:12]1[CH:11]=[CH:10][C:9]([C:4]([CH:6]2[CH2:7][CH2:8]2)([CH3:5])[C:3]([OH:16])=[O:2])=[CH:14][CH:13]=1 |f:3.4|. Procedure: A 250 mL reaction vessel equipped with a condenser is charged with a mixture (9.18 g) of 2-(4-Bromo-phenyl)-2-cyclopropyl-propionic acid methyl ester (47.2 wt %, 15.3 mmoles, 1 equiv.) and methyl benzoate (19.3 wt %, 13 mmoles). The vessel is then charged with methanol (42 mL, ACS grade), water (8 mL, DI) and finally potassium hydroxide (KOH) (13.0 g, 12.7 equiv). The solution is then heated to 60±5° C. and allowed to stir for about 1.5 to 2.5 h. The colorless solution is cooled to 25±5° C. Meth... Reactants: CSc1cc(C)nc(SC)c1N, O=C(Cl)OC(Cl)(Cl)Cl, C1COCCO1. The product is CSc1cc(C)nc(SC)c1N=C=O. RXN SMILES: [CH3:1][S:2][c:3]1[n:4][c:5]([CH3:12])[cH:6][c:7]([S:10][CH3:11])[c:8]1[NH2:9].[Cl:13][C:14](=[O:15])[O:16][C:17]([Cl:18])([Cl:19])[Cl:20].[O:21]1[CH2:22][CH2:23][O:24][CH2:25][CH2:26]1>>[CH3:1][S:2][c:3]1[n:4][c:5]([CH3:12])[cH:6][c:7]([S:10][CH3:11])[c:8]1[N:9]=[C:14]=[O:15]. Reactants: O=C(O)CCCCC1SCC2NC(=O)NC21, O, O=c1ccn(C2CC(O)C(COP(=O)(O)OP(=O)(O)OP(=O)(O)O)O2)c(=O)[nH]1. The product is O=C(O)CCCCC1SCC2NC(=O)NC21. Reaction SMILES: [CH:1]12[CH2:2][S:3][CH:4]([CH2:5][CH2:6][CH2:7][CH2:8][C:9]([OH:10])=[O:11])[CH:12]1[NH:13][C:14](=[O:15])[NH:16]2.[OH2:45].[OH:17][CH:18]1[CH:19]([CH2:20][O:21][P:22]([O:23][P:24]([O:25][P:26](=[O:27])([OH:28])[OH:29])(=[O:30])[OH:31])(=[O:32])[OH:33])[O:34][CH:35]([n:36]2[c:37](=[O:38])[nH:39][c:40](=[O:41])[cH:42][cH:43]2)[CH2:44]1>>[CH:1]12[CH2:2][S:3][CH:4]([CH2:5][CH2:6][CH2:7][CH2:8][C:9](=[O:10])[OH:11])[CH:12]1[NH:13][C:14](=[O:15])[NH:16]2. Reactants: [BH4-].[Na+] (sodium borohydride), C(#C)C[C@@]12CC[C@@H]3[C@]4(CCC(C=C4CC[C@H]3[C@@H]2CC[C@@H]1C(C)=O)=O)C (18-ethynylpregn-4-ene-3,20-dione), C(C)(=O)O (Acetic acid). Solvent: CO (methanol). Reaction conditions: temperature 0 celsius, time 1 hour. Yields the product C(#C)C[C@@]12CC[C@@H]3[C@]4(CCC(C=C4CC[C@H]3[C@@H]2CC[C@@H]1C(C)O)=O)C (18-ethynyl-20-hydroxypregn-4-en-3-one). Reaction SMILES: [C:1]([CH2:3][C@@:4]12[C@@H:20]([C:21](=[O:23])[CH3:22])[CH2:19][CH2:18][C@H:17]1[C@H:16]1[C@@H:7]([C@:8]3([CH3:25])[C:13]([CH2:14][CH2:15]1)=[CH:12][C:11](=[O:24])[CH2:10][CH2:9]3)[CH2:6][CH2:5]2)#[CH:2].[BH4-].[Na+].C(O)(=O)C>CO>[C:1]([CH2:3][C@@:4]12[C@@H:20]([CH:21]([OH:23])[CH3:22])[CH2:19][CH2:18][C@H:17]1[C@H:16]1[C@@H:7]([C@:8]3([CH3:25])[C:13]([CH2:14][CH2:15]1)=[CH:12][C:11](=[O:24])[CH2:10][CH2:9]3)[CH2:6][CH2:5]2)#[CH:2] |f:1.2|. Procedure: A solution of 4.2 g of 18-ethynylpregn-4-ene-3,20-dione in 125 ml of methanol is cooled to 0° C. and 950 mg of sodium borohydride is added. The resulting mixture is stirred at 0° C. for 1 hour and then allowed to warm to room temperature over an additional hour. Acetic acid is then added and the solution is concentrated. The resulting residue is suspended in ethyl acetate, washed with water, aqueous sodium bicarbonate and brine and dried, and the solvent is evaporated. The residue is dissolved i...